From a dataset of the Open Reaction Database (ORD), a public repository of structured organic reaction records. describe an organic reaction: reactants, conditions, products, and yield The reactants are N(=O)[O-].[Na+] (sodium nitrite), Cl (HCl), FC1=C(OC=2C=C(C=CC2)N)C(=CC=C1CC1=CC=C(C=C1)F)OC (3-[2-fluoro-3-(4-fluoro-benzyl)-6-methoxy-phenoxy]-phenylamine), Cl (HCl), ice water. The reagents and catalysts are [Cu]Cl (copper(I) chloride). Run in O (water). Reaction conditions: temperature 0 celsius, time 1 hour. Product: ClC=1C=C(OC2=C(C=CC(=C2F)CC2=CC=C(C=C2)F)OC)C=CC1 (2-(3-Chloro-phenoxy)-3-fluoro-4-(4-fluoro-benzyl)-1-methoxy-benzene). The yield is 33.0%. Reaction SMILES: [F:1][C:2]1[C:15]([CH2:16][C:17]2[CH:22]=[CH:21][C:20]([F:23])=[CH:19][CH:18]=2)=[CH:14][CH:13]=[C:12]([O:24][CH3:25])[C:3]=1[O:4][C:5]1[CH:6]=[C:7](N)[CH:8]=[CH:9][CH:10]=1.N([O-])=O.[Na+].[ClH:30]>O.[Cu]Cl>[Cl:30][C:7]1[CH:6]=[C:5]([CH:10]=[CH:9][CH:8]=1)[O:4][C:3]1[C:2]([F:1])=[C:15]([CH2:16][C:17]2[CH:22]=[CH:21][C:20]([F:23])=[CH:19][CH:18]=2)[CH:14]=[CH:13][C:12]=1[O:24][CH3:25] |f:1.2|. Procedure details: To a 250 mL flask which contained the suspension of 3-[2-fluoro-3-(4-fluoro-benzyl)-6-methoxy-phenoxy]-phenylamine (P-02) (135 mg, 0.4 mmole) in aq HCl (12 N. 5 mL) was slowly added the solution of sodium nitrite (50 mg, 0.7 mmole) in water (3 mL) at 0° C. The mixture was allowed to stir at 0° C.-5° C. for 1 h, and then was cooled to 0° C. A solution of copper(I) chloride (55 mg, 0.4 mmol) in aq. HCl (12 N. 2 mL)) was added at 0° C. and the reaction mixture which resolved was allowed warm to rt ... Reactants: CC(Cl)c1cccnc1, c1cc2c(cc1CC1CCCNC1)OCO2. The reagents and catalysts are O=C([O-])[O-].[Cs+].[Cs+] (cesium carbonate), [I-].[K+] (potassium iodide). The solvent is CN(C)C=O (DMF), CN(C)C=O (dmf), CN(C)C=O (DMF). Run at temperature 70 celsius, time 16 hour. The product is CC(c1cccnc1)N1CCCC(Cc2ccc3c(c2)OCO3)C1. Reactants: C(C)(C)(C)OC(=O)N1C[C@H](CCC1)NC(=O)C1=CN(C=C1NC(=O)N)C1=CC(=CC=C1)F ((S)-3-{[1-(3-fluorophenyl)-4-ureido-1H-pyrrole-3-carbonyl]-amino}-piperidine-1-carboxylic acid tert-butyl ester), COCCN (2-methoxyethylamine). Product: C(C)(C)(C)OC(=O)N1C[C@H](CCC1)NC(=O)C1=CN(C=C1NC(=O)NCCOC)C1=CC(=CC=C1)F ((S)-3-({1-(3-Fluorophenyl)-4-[3-(2-methoxy-ethyl)-ureido]-1H-pyrrole-3-carbonyl}-amino)-piperidine-1-carboxylic acid tert-butyl ester). Reaction SMILES: [C:1]([O:5][C:6]([N:8]1[CH2:13][CH2:12][CH2:11][C@H:10]([NH:14][C:15]([C:17]2[C:21]([NH:22][C:23]([NH2:25])=[O:24])=[CH:20][N:19]([C:26]3[CH:31]=[CH:30][CH:29]=[C:28]([F:32])[CH:27]=3)[CH:18]=2)=[O:16])[CH2:9]1)=[O:7])([CH3:4])([CH3:3])[CH3:2].[CH3:33][O:34][CH2:35][CH2:36]N>>[C:1]([O:5][C:6]([N:8]1[CH2:13][CH2:12][CH2:11][C@H:10]([NH:14][C:15]([C:17]2[C:21]([NH:22][C:23]([NH:25][CH2:36][CH2:35][O:34][CH3:33])=[O:24])=[CH:20][N:19]([C:26]3[CH:31]=[CH:30][CH:29]=[C:28]([F:32])[CH:27]=3)[CH:18]=2)=[O:16])[CH2:9]1)=[O:7])([CH3:4])([CH3:2])[CH3:3]. Procedure details: Following general method 6, employing (S)-3-{[1-(3-fluorophenyl)-4-ureido-1H-pyrrole-3-carbonyl]-amino}-piperidine-1-carboxylic acid tert-butyl ester and 2-methoxyethylamine, afforded the crude title compound as an orange foam (109 mg); LCMS (method B): RT=3.69 min, M+H+=504. This crude material was used in the next step without further purification. Reactants: NCc1ccco1, O=C=NCCCl, O=CC(O)C(O)C(O)C(O)CO. Product: O=C(NCCCl)N(Cc1ccco1)C1OC(CO)C(O)C(O)C1O. Reaction SMILES: [CH2:13]([c:14]1[cH:15][cH:16][cH:17][o:18]1)[NH2:19].[Cl:20][CH2:21][CH2:22][N:23]=[C:24]=[O:25].[O:1]=[CH:2][CH:3]([OH:4])[CH:5]([OH:6])[CH:7]([OH:8])[CH:9]([OH:10])[CH2:11][OH:12]>>[CH:2]1([N:19]([CH2:13][c:14]2[cH:15][cH:16][cH:17][o:18]2)[C:24]([NH:23][CH2:22][CH2:21][Cl:20])=[O:25])[CH:3]([OH:4])[CH:5]([OH:6])[CH:7]([OH:8])[CH:9]([CH2:11][OH:12])[O:10]1. The reactants are Cl.C(C)N=C=NCCCN(C)C (1-ethyl-3-(3-dimethylaminopropyl)carbodiimide hydrochloride), Cl (hydrochloric acid), C(C1=CC=CC=C1)OC=1C(=NC(=C2C=C(C=NC12)CC1=CC=C(C=C1)F)I)C(=O)O (8-benzyloxy-3-(4-fluorobenzyl)-5-iodo[1,6]naphthyridine-7-carboxylic acid), ON1N=NC2=C1C=CC=C2 (1-hydroxybenzotriazole), COCCN (2-methoxyethyl amine). Solvent: ClCCl (dichloromethane). Conditions: time 3 hour. Product: COCCNC(=O)C1=NC(=C2C=C(C=NC2=C1OCC1=CC=CC=C1)CC1=CC=C(C=C1)F)I (8-benzyloxy-3-(4-fluorobenzyl)-5-iodo[1,6]naphthyridine-7-carboxylic acid (2-methoxyethyl)amide). Isolated yield 81.2%. As a reaction SMILES: [CH2:1]([O:8][C:9]1[C:10]([C:28]([OH:30])=O)=[N:11][C:12]([I:27])=[C:13]2[C:18]=1[N:17]=[CH:16][C:15]([CH2:19][C:20]1[CH:25]=[CH:24][C:23]([F:26])=[CH:22][CH:21]=1)=[CH:14]2)[C:2]1[CH:7]=[CH:6][CH:5]=[CH:4][CH:3]=1.ON1C2C=CC=CC=2N=N1.[CH3:41][O:42][CH2:43][CH2:44][NH2:45].Cl.C(N=C=NCCCN(C)C)C.Cl>ClCCl>[CH3:41][O:42][CH2:43][CH2:44][NH:45][C:28]([C:10]1[C:9]([O:8][CH2:1][C:2]2[CH:7]=[CH:6][CH:5]=[CH:4][CH:3]=2)=[C:18]2[C:13]([CH:14]=[C:15]([CH2:19][C:20]3[CH:21]=[CH:22][C:23]([F:26])=[CH:24][CH:25]=3)[CH:16]=[N:17]2)=[C:12]([I:27])[N:11]=1)=[O:30] |f:3.4|. Procedure: To the above Compound 9 (7.0 g, 13.6 mmol), 1-hydroxybenzotriazole (208 mg, 1.36 mmol) was added dichloromethane (75 ml) to give suspension, and was added 2-methoxyethyl amine (1.42 ml, 16.3 mmol) in nitrogen gas flow under stirring on ice, followed by 1-ethyl-3-(3-dimethylaminopropyl)carbodiimide hydrochloride (3.13 g, 16.3 mmol). 30 minutes later, the solution was stirred at room temperature. After 3 hours, the reaction solution was subjected to distillation under reduced pressure, and to the ...